This data is from the Open Reaction Database (ORD), a public repository of structured organic reaction records. The task is: describe an organic reaction: reactants, conditions, products, and yield Reagents/catalysts: O=[Mn]=O (MnO2). Reaction SMILES: N#N.[C:3]([SiH2:7][O:8][C:9]([CH3:19])([CH3:18])[C:10]1[O:11][CH:12]=[C:13]([CH:15]([OH:17])[CH3:16])[N:14]=1)([CH3:6])([CH3:5])[CH3:4]>C(C#N)(C)=O.O=[Mn]=O>[C:3]([SiH2:7][O:8][C:9]([CH3:19])([CH3:18])[C:10]1[O:11][CH:12]=[C:13]([C:15](=[O:17])[CH3:16])[N:14]=1)([CH3:6])([CH3:4])[CH3:5]. The product is C(C)(C)(C)[SiH2]OC(C=1OC=C(N1)C(C)=O)(C)C (1-[2-(tert-Butyl-dimethyl-silanyloxymethyl)-oxazol-4-yl]-ethanone). Solvent: C(=O)(C)C#N (AcCN). Starting materials: C(C)(C)(C)[SiH2]OC(C=1OC=C(N1)C(C)O)(C)C (1-[2-(tert-butyl-dimethyl-silanyloxymethyl)-oxazol-4-yl]-ethanol), N#N (N2). Procedure details: In a flame dried round-bottomed flask equipped with a magnetic stir bar and under inert atmosphere (N2), a solution of 1-[2-(tert-butyl-dimethyl-silanyloxymethyl)-oxazol-4-yl]-ethanol (193 mg, 0.75 mmol) in AcCN (5.0 mL) was treated at rt with MnO2 (362 mg, 3.75 mmol). The reaction mixture was stirred for 16 h at rt before being filtered through Celite. The solvent was removed under reduced pressure to give the title compound as a white solid. TLC:rf (1:1 hept-EA)=0.69. LC-MS-conditions 02: tR=1... Run at time 16 hour. The reactants are C1COCCN1, C#CCN(Cc1cc2c(=O)n(C)c(COS(C)(=O)=O)nc2cc1Cl)c1ccc(C(=O)OC(C)(C)C)cc1, ClCCl. Product: C#CCN(Cc1cc2c(=O)n(C)c(CN3CCOCC3)nc2cc1Cl)c1ccc(C(=O)OC(C)(C)C)cc1. Reaction SMILES: [CH2:38]1[CH2:39][O:40][CH2:41][CH2:42][NH:43]1.[Cl:1][c:2]1[c:3]([CH2:20][N:21]([CH2:22][C:23]#[CH:24])[c:25]2[cH:26][cH:27][c:28]([C:29](=[O:30])[O:31][C:32]([CH3:33])([CH3:34])[CH3:35])[cH:36][cH:37]2)[cH:4][c:5]2[c:6](=[O:19])[n:7]([CH3:18])[c:8]([CH2:12][O:13][S:14]([CH3:15])(=[O:16])=[O:17])[n:9][c:10]2[cH:11]1.[Cl:44][CH2:45][Cl:46]>>[Cl:1][c:2]1[c:3]([CH2:20][N:21]([CH2:22][C:23]#[CH:24])[c:25]2[cH:26][cH:27][c:28]([C:29](=[O:30])[O:31][C:32]([CH3:33])([CH3:34])[CH3:35])[cH:36][cH:37]2)[cH:4][c:5]2[c:6](=[O:19])[n:7]([CH3:18])[c:8]([CH2:12][N:43]3[CH2:38][CH2:39][O:40][CH2:41][CH2:42]3)[n:9][c:10]2[cH:11]1. Reactants: OCC1OC(n2c(=S)[nH]c3cc(Cl)c(Cl)cc32)C(O)C1O, ClCc1ccccc1, [NH4+], [OH-], O. The product is OCC1OC(n2c(SCc3ccccc3)nc3cc(Cl)c(Cl)cc32)C(O)C1O. Reaction SMILES: [Cl:1][c:2]1[cH:3][c:4]2[c:5]([n:6]([CH:10]3[CH:11]([OH:12])[CH:13]([OH:14])[CH:15]([CH2:17][OH:18])[O:16]3)[c:7](=[S:9])[nH:8]2)[cH:19][c:20]1[Cl:21].[Cl:24][CH2:25][c:26]1[cH:27][cH:28][cH:29][cH:30][cH:31]1.[NH4+:22].[OH-:23].[OH2:32]>>[Cl:1][c:2]1[cH:3][c:4]2[c:5]([n:6]([CH:10]3[CH:11]([OH:12])[CH:13]([OH:14])[CH:15]([CH2:17][OH:18])[O:16]3)[c:7]([S:9][CH2:25][c:26]3[cH:27][cH:28][cH:29][cH:30][cH:31]3)[n:8]2)[cH:19][c:20]1[Cl:21]. The reactants are C(O)([O-])=O.[Na+] (sodium hydrogencarbonate), C(C1=CC=CC=C1)OC1=C(C=O)C=CC=C1 (o-benzyloxybenzaldehyde), C([O-])([O-])=O.[K+].[K+] (potassium carbonate), [Br-].N1N=C(C2=CC=CC=C12)C[P+](C1=CC=CC=C1)(C1=CC=CC=C1)C1=CC=CC=C1 ((1H-indazol-3-ylmethyl)triphenylphosphonium bromide). Solvent: CO (methanol). Run at time 2 hour. Product: C(C1=CC=CC=C1)OC1=C(C=CC=C1)/C=C/C1=NNC2=CC=CC=C12 ((E)-3-[2-(2-benzyloxyphenyl)vinyl]-1H-indazole). Isolated yield 37.6%. As a reaction SMILES: [Br-].[NH:2]1[C:10]2[C:5](=[CH:6][CH:7]=[CH:8][CH:9]=2)[C:4]([CH2:11][P+](C2C=CC=CC=2)(C2C=CC=CC=2)C2C=CC=CC=2)=[N:3]1.[CH2:31]([O:38][C:39]1[CH:46]=[CH:45][CH:44]=[CH:43][C:40]=1[CH:41]=O)[C:32]1[CH:37]=[CH:36][CH:35]=[CH:34][CH:33]=1.C(=O)([O-])[O-].[K+].[K+].C(=O)([O-])O.[Na+]>CO>[CH2:31]([O:38][C:39]1[CH:46]=[CH:45][CH:44]=[CH:43][C:40]=1/[CH:41]=[CH:11]/[C:4]1[C:5]2[C:10](=[CH:9][CH:8]=[CH:7][CH:6]=2)[NH:2][N:3]=1)[C:32]1[CH:33]=[CH:34][CH:35]=[CH:36][CH:37]=1 |f:0.1,3.4.5,6.7|. Procedure details: (1H-indazol-3-ylmethyl)triphenylphosphonium bromide (150 mg, 0.32 mmol) was dissolved in methanol (2 mL) and the solution was added with o-benzyloxybenzaldehyde (55 μL, 0.35 mmol) and potassium carbonate (88 mg, 0.63 mmol), followed by stirring at room temperature for 2 hours. The reaction mixture was added with saturated aqueous sodium hydrogencarbonate solution, and extracted with ethyl acetate. Then, the organic layer was sequentially washed with water and saturated brine, and was dried over ...